From a dataset of the Open Reaction Database (ORD), a public repository of structured organic reaction records. describe an organic reaction: reactants, conditions, products, and yield Starting materials: C(=O)([O-])[O-].[K+].[K+] (K2CO3), CC1=NNC2=CC(=CC=C12)N (3-methyl-1H-indazol-6-amine), ClC=1N=C(C2=C(N1)C=CO2)N2CCC(CC2)C#N (1-(2-chlorofuro[3,2-d]pyrimidin-4-yl)piperidine-4-carbonitrile), CC(C)C1=CC(=C(C(=C1)C(C)C)C2=C(C=CC=C2)P(C3CCCCC3)C4CCCCC4)C(C)C (X-phos). The reagents and catalysts are C=1C=CC(=CC1)/C=C/C(=O)/C=C/C2=CC=CC=C2.C=1C=CC(=CC1)/C=C/C(=O)/C=C/C2=CC=CC=C2.C=1C=CC(=CC1)/C=C/C(=O)/C=C/C2=CC=CC=C2.[Pd].[Pd] (Pd2dba3). Solvent: O1CCOCC1 (1,4-dioxane). Conditions: temperature 100 celsius, time 12 hour. Yields the product CC1=NNC2=CC(=CC=C12)NC=1N=C(C2=C(N1)C=CO2)N2CCC(CC2)C#N (1-(2-(3-methyl-1H-indazol-6-ylamino)furo[3,2-d]pyrimidin-4-yl)piperidine-4-carbonitrile). Yield: 28.2%. RXN SMILES: C([O-])([O-])=O.[K+].[K+].[CH3:7][C:8]1[C:16]2[C:11](=[CH:12][C:13]([NH2:17])=[CH:14][CH:15]=2)[NH:10][N:9]=1.Cl[C:19]1[N:20]=[C:21]([N:28]2[CH2:33][CH2:32][CH:31]([C:34]#[N:35])[CH2:30][CH2:29]2)[C:22]2[O:27][CH:26]=[CH:25][C:23]=2[N:24]=1.CC(C1C=C(C(C)C)C(C2C=CC=CC=2P(C2CCCCC2)C2CCCCC2)=C(C(C)C)C=1)C>O1CCOCC1.C1C=CC(/C=C/C(/C=C/C2C=CC=CC=2)=O)=CC=1.C1C=CC(/C=C/C(/C=C/C2C=CC=CC=2)=O)=CC=1.C1C=CC(/C=C/C(/C=C/C2C=CC=CC=2)=O)=CC=1.[Pd].[Pd]>[CH3:7][C:8]1[C:16]2[C:11](=[CH:12][C:13]([NH:17][C:19]3[N:20]=[C:21]([N:28]4[CH2:33][CH2:32][CH:31]([C:34]#[N:35])[CH2:30][CH2:29]4)[C:22]4[O:27][CH:26]=[CH:25][C:23]=4[N:24]=3)=[CH:14][CH:15]=2)[NH:10][N:9]=1 |f:0.1.2,7.8.9.10.11|. Procedure: A mixture of K2CO3 (0.052 g, 0.38 mmol), Pd2dba3 (0.017 g, 0.019 mmol), 3-methyl-1H-indazol-6-amine (0.028 g, 0.19 mmol, Advanced ChemBlocks), 1-(2-chlorofuro[3,2-d]pyrimidin-4-yl)piperidine-4-carbonitrile (0.050 g, 0.19 mmol) and X-phos (0.018 g, 0.038 mmol) in 1,4-dioxane (10 mL) was stirred at about 100° C. for about 12 h. The solvent was removed and the residue was purified by Prep-TLC (DCM/MeOH 20:1) to give 1-(2-(3-methyl-1H-indazol-6-ylamino)furo[3,2-d]pyrimidin-4-yl)piperidine-4-carbonit... RXN SMILES: C(OC([NH:11][C@H:12]([C:19]([NH:21][C:22]1[CH:23]=[C:24]([CH2:29][C@H:30]([CH3:36])[C:31]([O:33][CH2:34][CH3:35])=[O:32])[CH:25]=[CH:26][C:27]=1[F:28])=[O:20])[CH:13]([C:15]([F:18])([F:17])[F:16])[CH3:14])=O)C1C=CC=CC=1>C(O)C.C1COCC1.[Pd]>[F:28][C:27]1[CH:26]=[CH:25][C:24]([CH2:29][C@H:30]([CH3:36])[C:31]([O:33][CH2:34][CH3:35])=[O:32])=[CH:23][C:22]=1[NH:21][C:19](=[O:20])[C@H:12]([CH:13]([C:15]([F:18])([F:17])[F:16])[CH3:14])[NH2:11]. Procedure: 2.60 g (5.07 mmol) of ethyl (2S)-3-[3-({N-[(benzyloxy)carbonyl]-4,4,4-trifluorovalyl}amino)-4-fluorophenyl]-2-methylpropanoate (Example 36A, mixture of 4 isomers) were dissolved in a mixture of 10.7 ml of ethanol and 10.7 ml of THF. The solution was inertized with argon, and 322 mg of palladium on carbon (10%) were added. The reaction mixture was stirred vigorously at standard pressure under an atmosphere of hydrogen overnight. After filtration through kieselguhr and washing with dichloromethane... Conditions: time 8 hour. Reactants: C(C1=CC=CC=C1)OC(=O)N[C@@H](C(C)C(F)(F)F)C(=O)NC=1C=C(C=CC1F)C[C@@H](C(=O)OCC)C (ethyl (2S)-3-[3-({N-[(benzyloxy)carbonyl]-4,4,4-trifluorovalyl}amino)-4-fluorophenyl]-2-methylpropanoate). The product is FC1=C(C=C(C=C1)C[C@@H](C(=O)OCC)C)NC([C@@H](N)C(C)C(F)(F)F)=O (Ethyl (2S)-3-{4-fluoro-3-[(4,4,4-trifluorovalyl)amino]phenyl}-2-methylpropanoate). Reagents/catalysts: [Pd] (palladium on carbon). Solvent: C(C)O (ethanol), C1CCOC1 (THF). The reactants are [N+](=O)([O-])C1=CC=CC=C1 (nitrobenzene), [N+](=O)([O-])C1=CC=CC=C1 (nitrobenzene). The reagents and catalysts are Pb Mn. The solvent is O (water). Yields the product [N+](=O)([O-])C1=CC=CC=C1 (nitrobenzene), N(=O)C1=CC=CC=C1 (nitrosobenzene). Reaction SMILES: [N+:1]([C:4]1[CH:9]=[CH:8][CH:7]=[CH:6][CH:5]=1)([O-:3])=[O:2]>O>[N+:1]([C:4]1[CH:9]=[CH:8][CH:7]=[CH:6][CH:5]=1)([O-:3])=[O:2].[N:1]([C:4]1[CH:9]=[CH:8][CH:7]=[CH:6][CH:5]=1)=[O:2]. Reported procedure: A mixture of nitrobenzene and nitrogen, preheated to 396° C., was continuously conducted through a glass pipe with an inside diameter of 1 cm and a length of about 50 cm, which contained 16 cc of a freshly prepared Pb/Mn catalyst (catalyst preparation 1) in the form of 1 mm spherules. The throughput was 27 g/hour (0.22 mol) of nitrobenzene and 45 Nlit/hour of nitrogen. After leaving the reaction pipe, which, by means of electrical heating, was kept practically isothermally at 396° C., the reacti... The reactants are NC1=C(C=C(C=C1)C=1C=C2C(=NC1)N(N=C2CC2=CC(=CC=C2)Cl)COC(C(C)(C)C)=O)C(N(C)C)=O (2,2-Dimethyl-propionic acid 5-(4-amino-3-dimethylcarbamoyl-phenyl)-3-(3-chloro-benzyl)-pyrazolo[3,4-b]pyridin-1-ylmethyl ester), N1(CCOCC1)C(=O)Cl (4-morpholinecarbonyl chloride), C(C)(C)N(CC)C(C)C (di-iso-propyl ethyl amine). Run in C(Cl)(Cl)Cl (chloroform). Conditions: time 48 hour. Yields the product ClC=1C=C(CC2=NN(C3=NC=C(C=C32)C3=CC(=C(C=C3)NC(=O)N3CCOCC3)C(N(C)C)=O)COC(C(C)(C)C)=O)C=CC1 (2,2-dimethyl-propionic acid 3-(3-chloro-benzyl)-5-{3-dimethylcarbamoyl-4-[(morpholine-4-carbonyl)-amino]-phenyl}-pyrazolo[3,4-b]pyridin-1-ylmethyl ester). The yield is 49.3%. Reaction SMILES: [NH2:1][C:2]1[CH:7]=[CH:6][C:5]([C:8]2[CH:9]=[C:10]3[C:16]([CH2:17][C:18]4[CH:23]=[CH:22][CH:21]=[C:20]([Cl:24])[CH:19]=4)=[N:15][N:14]([CH2:25][O:26][C:27](=[O:32])[C:28]([CH3:31])([CH3:30])[CH3:29])[C:11]3=[N:12][CH:13]=2)=[CH:4][C:3]=1[C:33](=[O:37])[N:34]([CH3:36])[CH3:35].[N:38]1([C:44](Cl)=[O:45])[CH2:43][CH2:42][O:41][CH2:40][CH2:39]1.C(N(C(C)C)CC)(C)C>C(Cl)(Cl)Cl>[Cl:24][C:20]1[CH:19]=[C:18]([CH:23]=[CH:22][CH:21]=1)[CH2:17][C:16]1[C:10]2[C:11](=[N:12][CH:13]=[C:8]([C:5]3[CH:6]=[CH:7][C:2]([NH:1][C:44]([N:38]4[CH2:43][CH2:42][O:41][CH2:40][CH2:39]4)=[O:45])=[C:3]([C:33](=[O:37])[N:34]([CH3:36])[CH3:35])[CH:4]=3)[CH:9]=2)[N:14]([CH2:25][O:26][C:27](=[O:32])[C:28]([CH3:29])([CH3:30])[CH3:31])[N:15]=1. Reported procedure: 2,2-Dimethyl-propionic acid 5-(4-amino-3-dimethylcarbamoyl-phenyl)-3-(3-chloro-benzyl)-pyrazolo[3,4-b]pyridin-1-ylmethyl ester (300 mg, 0.577 mmol), chloroform (50 ml), 4-morpholinecarbonyl chloride (1.2 ml, 10.45 mmol), and di-iso-propyl ethyl amine (2.4 ml, 13.78 mmol) were combined and stirred for 48 hours at 50 oC. The reaction was quenched with sodium bicarbonate solution and extracted with dichloromethane. The organic layer was dried over sodium sulfate, filtered, and concentrated in vacuo... Reactants: C=C1COC2(CCC(n3c(=O)c(Cc4ccc(-c5ccccc5C#N)cc4)c(CCC)n4ncnc34)CC2)OC1, CC(C)=O, CC#N, CCOC(C)=O, [O-][I+3]([O-])([O-])[O-], [Na+], O, O=[Os](=O)(=O)=O. The product is CCCc1c(Cc2ccc(-c3ccccc3C#N)cc2)c(=O)n(C2CCC3(CC2)OCC(O)CO3)c2ncnn12. RXN SMILES: [CH2:1]=[C:2]1[CH2:3][O:4][C:5]2([O:6][CH2:7]1)[CH2:8][CH2:9][CH:10]([n:13]1[c:14]3[n:15]([c:16]([CH2:35][CH2:36][CH3:37])[c:17]([CH2:20][c:21]4[cH:22][cH:23][c:24](-[c:27]5[c:28]([C:33]#[N:34])[cH:29][cH:30][cH:31][cH:32]5)[cH:25][cH:26]4)[c:18]1=[O:19])[n:38][cH:39][n:40]3)[CH2:11][CH2:12]2.[CH3:47][C:48](=[O:49])[CH3:50].[CH3:51][C:52]#[N:53].[CH3:60][CH2:61][O:62][C:63](=[O:64])[CH3:65].[I+3:41]([O-:42])([O-:43])([O-:44])[O-:45].[Na+:46].[OH2:59].[Os:54](=[O:55])(=[O:56])(=[O:57])=[O:58]>>[CH:2]1([OH:42])[CH2:3][O:4][C:5]2([O:6][CH2:7]1)[CH2:8][CH2:9][CH:10]([n:13]1[c:14]3[n:15]([c:16]([CH2:35][CH2:36][CH3:37])[c:17]([CH2:20][c:21]4[cH:22][cH:23][c:24](-[c:27]5[c:28]([C:33]#[N:34])[cH:29][cH:30][cH:31][cH:32]5)[cH:25][cH:26]4)[c:18]1=[O:19])[n:38][cH:39][n:40]3)[CH2:11][CH2:12]2. Reactants: solution, [H-].COCCO[Al+]OCCOC.[Na+].[H-] (sodium bis(2-methoxyethoxy)aluminum hydride), CC=1N(C=CN1)C=1OC(=C(N1)C1=CC=C(C=C1)C(F)(F)F)CCC(=O)OC (Methyl 2-(2-methyl-1-imidazolyl)-4-(4-trifluoromethylphenyl)-5-oxazolepropionate), aqueous solution, O.O.O.O.C(=O)([O-])C(O)C(O)C(=O)[O-].[Na+].[K+] (potassium sodium (+)-tartrate tetrahydrate). Solvent: C1(=CC=CC=C1)C (toluene), C1(=CC=CC=C1)C (toluene), C1(=CC=CC=C1)C (toluene). Run at temperature 0 celsius, time 30 minute. Product: CC=1N(C=CN1)C=1OC(=C(N1)C1=CC=C(C=C1)C(F)(F)F)CCCO (2-(2-Methyl-1-imidazolyl)-4-(4-trifluoromethylphenyl)-5-oxazolepropanol). Yield: 81.0%. Reaction SMILES: [CH3:1][C:2]1[N:3]([C:7]2[O:8][C:9]([CH2:22][CH2:23][C:24](OC)=[O:25])=[C:10]([C:12]3[CH:17]=[CH:16][C:15]([C:18]([F:21])([F:20])[F:19])=[CH:14][CH:13]=3)[N:11]=2)[CH:4]=[CH:5][N:6]=1.[H-].COCCO[Al+]OCCOC.[Na+].[H-].O.O.O.O.C(C(C(C([O-])=O)O)O)([O-])=O.[Na+].[K+]>C1(C)C=CC=CC=1>[CH3:1][C:2]1[N:3]([C:7]2[O:8][C:9]([CH2:22][CH2:23][CH2:24][OH:25])=[C:10]([C:12]3[CH:13]=[CH:14][C:15]([C:18]([F:21])([F:20])[F:19])=[CH:16][CH:17]=3)[N:11]=2)[CH:4]=[CH:5][N:6]=1 |f:1.2.3.4,5.6.7.8.9.10.11|. Procedure: Methyl 2-(2-methyl-1-imidazolyl)-4-(4-trifluoromethylphenyl)-5-oxazolepropionate (1.00 g) was dissolved in toluene (15 mL). To the obtained solution was added dropwise a mixture of a 70% solution (1.20 g) of sodium bis(2-methoxyethoxy)aluminum hydride in toluene and toluene (5 mL) at 0° C., and the mixture was stirred at 0° C. for 30 min. To the reaction mixture was carefully added a 10% aqueous solution (50 mL) of potassium sodium (+)-tartrate tetrahydrate, and the mixture was stirred at room t... Starting materials: C1CCOC1, [Li]CCCC, CC(C)NC(C)C, COC(=O)C1CCN(c2ccc(Cl)c(OC)c2)CC1, CI, O. The product is COC(=O)C1(C)CCN(c2ccc(Cl)c(OC)c2)CC1. As a reaction SMILES: [CH2:34]1[O:35][CH2:36][CH2:37][CH2:38]1.[CH2:8]([Li:9])[CH2:10][CH2:11][CH3:12].[CH:1]([NH:2][CH:3]([CH3:4])[CH3:5])([CH3:6])[CH3:7].[Cl:13][c:14]1[c:15]([O:30][CH3:31])[cH:16][c:17]([N:20]2[CH2:21][CH2:22][CH:23]([C:26](=[O:27])[O:28][CH3:29])[CH2:24][CH2:25]2)[cH:18][cH:19]1.[I:32][CH3:33].[OH2:39]>>[CH3:1][C:23]1([C:26](=[O:27])[O:28][CH3:29])[CH2:22][CH2:21][N:20]([c:17]2[cH:16][c:15]([O:30][CH3:31])[c:14]([Cl:13])[cH:19][cH:18]2)[CH2:25][CH2:24]1. Reactants: CC1(OCC2=C(O1)C=CC=C2CCN2CCC(CC2)C(=O)OCC)C (ethyl 1-(2-(2,2-dimethyl-4H-benzo[d][1,3]dioxin-5-yl)ethyl)piperidine-4-carboxylate), O (water), NaHCO3(sat.). Reagents/catalysts: Cl (HCl). Run in C1CCOC1 (THF). Run at temperature 60 celsius, time 2 hour. Yields the product OC=1C(=C(CCN2CCC(CC2)C(=O)OCC)C=CC1)CO (ethyl 1-(3-hydroxy-2-(hydroxymethyl)phenethyl)piperidine-4-carboxylate). The yield is 56.4%. Reaction SMILES: CC1(C)[O:7][C:6]2[CH:8]=[CH:9][CH:10]=[C:11]([CH2:12][CH2:13][N:14]3[CH2:19][CH2:18][CH:17]([C:20]([O:22][CH2:23][CH3:24])=[O:21])[CH2:16][CH2:15]3)[C:5]=2[CH2:4][O:3]1.O>C1COCC1.Cl>[OH:7][C:6]1[C:5]([CH2:4][OH:3])=[C:11]([CH:10]=[CH:9][CH:8]=1)[CH2:12][CH2:13][N:14]1[CH2:15][CH2:16][CH:17]([C:20]([O:22][CH2:23][CH3:24])=[O:21])[CH2:18][CH2:19]1. Procedure details: To ethyl 1-(2-(2,2-dimethyl-4H-benzo[d][1,3]dioxin-5-yl)ethyl)piperidine-4-carboxylate (100 mg, 0.49 mmol, 1 eq.) in THF (10 mL) were added HCl (6 N, 10 drops) and water (1.0 mL) at rt. The mixture was stirred at 60° C. for 2 h, cooled, and basified with NaHCO3(sat.) solution. The mixture was filtered and concentrated. The residue was bring into THF (10 mL) and filtered. The filtrate was concentrated to give ethyl 1-(3-hydroxy-2-(hydroxymethyl)phenethyl)piperidine-4-carboxylate (85 mg, crude) as... Reaction SMILES: [NH:1]1[C:2](=[O:11])[CH2:3][CH2:4][C:5]2=[C:10]1[CH2:9][CH2:8][CH2:7][CH2:6]2.[Pt:12](=[O:13])=[O:14]>>[NH:1]1[C:2](=[O:11])[CH2:3][CH2:4][CH:5]2[CH2:6][CH2:7][CH2:8][CH2:9][CH:10]12. Product: O=C1CCC2CCCCC2N1. Starting materials: O=C1CCC2=C(CCCC2)N1, O=[Pt]=O. Reactants: CCOC(C)=O, CCCCCCC, CO, O=C(O)Cc1ccc([N+](=O)[O-])cc1, O=S(Cl)Cl. The product is COC(=O)Cc1ccc([N+](=O)[O-])cc1. RXN SMILES: [CH3:18][CH2:19][O:20][C:21]([CH3:22])=[O:23].[CH3:24][CH2:25][CH2:26][CH2:27][CH2:28][CH2:29][CH3:30].[CH3:31][OH:32].[N+:1](=[O:2])([O-:3])[c:4]1[cH:5][cH:6][c:7]([CH2:10][C:11](=[O:12])[OH:13])[cH:8][cH:9]1.[S:14]([Cl:15])([Cl:16])=[O:17]>>[N+:1](=[O:2])([O-:3])[c:4]1[cH:5][cH:6][c:7]([CH2:10][C:11]([O:12][CH3:18])=[O:13])[cH:8][cH:9]1.